From a dataset of the Open Reaction Database (ORD), a public repository of structured organic reaction records. describe an organic reaction: reactants, conditions, products, and yield Starting materials: CC(C)N, CO, Clc1cccc(Cl)c1Cn1cnc2c(Cl)ncnc21. Product: CC(C)Nc1ncnc2c1ncn2Cc1c(Cl)cccc1Cl. RXN SMILES: [CH3:20][CH:21]([CH3:22])[NH2:23].[CH3:24][OH:25].[Cl:1][c:2]1[c:3]2[n:4][cH:5][n:6]([CH2:11][c:12]3[c:13]([Cl:19])[cH:14][cH:15][cH:16][c:17]3[Cl:18])[c:7]2[n:8][cH:9][n:10]1>>[c:2]1([NH:23][CH:21]([CH3:20])[CH3:22])[c:3]2[n:4][cH:5][n:6]([CH2:11][c:12]3[c:13]([Cl:19])[cH:14][cH:15][cH:16][c:17]3[Cl:18])[c:7]2[n:8][cH:9][n:10]1. Starting materials: C(CCCCCC)C1=CC=C(C=C1)OC(=O)C1=C(C=2C(C3=CC=C(C(=C3C(C2C=C1)=O)[N+](=O)[O-])C)=O)N (1-amino-6-methyl-5-nitro-2-anthraquinonecarboxylic acid p-heptylphenyl ester), C1(=CC=CC=C1)C (toluene), [H][H] (hydrogen). The reagents and catalysts are [Pd] (palladium/barium carbonate). The solvent is C(C)O (ethanol). Product: C(CCCCCC)C1=CC=C(C=C1)OC(=O)C1=C(C=2C(C3=CC=C(C(=C3C(C2C=C1)=O)N)C)=O)N (1,5-diamino-6-methyl-2-anthraquinonecarboxylic acid p-heptylphenyl ester). As a reaction SMILES: [CH2:1]([C:8]1[CH:13]=[CH:12][C:11]([O:14][C:15]([C:17]2[CH:30]=[CH:29][C:28]3[C:27](=[O:31])[C:26]4[C:21](=[CH:22][CH:23]=[C:24]([CH3:35])[C:25]=4[N+:32]([O-])=O)[C:20](=[O:36])[C:19]=3[C:18]=2[NH2:37])=[O:16])=[CH:10][CH:9]=1)[CH2:2][CH2:3][CH2:4][CH2:5][CH2:6][CH3:7].C1(C)C=CC=CC=1.[H][H]>[Pd].C(O)C>[CH2:1]([C:8]1[CH:9]=[CH:10][C:11]([O:14][C:15]([C:17]2[CH:30]=[CH:29][C:28]3[C:27](=[O:31])[C:26]4[C:21](=[CH:22][CH:23]=[C:24]([CH3:35])[C:25]=4[NH2:32])[C:20](=[O:36])[C:19]=3[C:18]=2[NH2:37])=[O:16])=[CH:12][CH:13]=1)[CH2:2][CH2:3][CH2:4][CH2:5][CH2:6][CH3:7]. Reported procedure: A suspension of 0.426 g of 1-amino-6-methyl-5-nitro-2-anthraquinonecarboxylic acid p-heptylphenyl ester, 50 ml of toluene, 50 ml of ethanol and 0.10 g of palladium/barium carbonate catalyst poisoned with 2 wt.% lead was hydrogenated at room temperature until the hydrogen uptake came to a standstill. The mixture was filtered. The filtrate was concentrated in vacuo and the residue was purified by chromatography on silica gel with methylene chloride as the eluent. Recrystallization from methylene c... Reactants: compound, C(C)(C)(C)OC(=O)N1CCC(CC1)CCC(=O)N(C)CC(=O)C1=CC(=C(C=C1)OCC(=O)OC(C)(C)C)OCC(=O)OC(C)(C)C (Di-t-butyl [[4-[[N-[3-(1-t-butyloxycarbonylpiperidin-4-yl)propionyl]-N-methylamino]acetyl]-o-phenylene]dioxy]diacetate), FC(C(=O)O)(F)F (trifluoroacetic acid). Conditions: time 3 hour. The product is FC(C(=O)O)(F)F.N1CCC(CC1)CCC(=O)N(C)CC(=O)C1=CC(=C(C=C1)OCC(=O)O)OCC(=O)O ([[4-[[N-[3-(piperidin-4-yl)propionyl]-N-methylamino]acetyl]-o-phenylene]dioxy]diacetic acid trifluoroacetate). RXN SMILES: C(OC([N:8]1[CH2:13][CH2:12][CH:11]([CH2:14][CH2:15][C:16]([N:18]([CH2:20][C:21]([C:23]2[CH:28]=[CH:27][C:26]([O:29][CH2:30][C:31]([O:33]C(C)(C)C)=[O:32])=[C:25]([O:38][CH2:39][C:40]([O:42]C(C)(C)C)=[O:41])[CH:24]=2)=[O:22])[CH3:19])=[O:17])[CH2:10][CH2:9]1)=O)(C)(C)C.[F:47][C:48]([F:53])([F:52])[C:49]([OH:51])=[O:50]>>[F:47][C:48]([F:53])([F:52])[C:49]([OH:51])=[O:50].[NH:8]1[CH2:13][CH2:12][CH:11]([CH2:14][CH2:15][C:16]([N:18]([CH2:20][C:21]([C:23]2[CH:28]=[CH:27][C:26]([O:29][CH2:30][C:31]([OH:33])=[O:32])=[C:25]([O:38][CH2:39][C:40]([OH:42])=[O:41])[CH:24]=2)=[O:22])[CH3:19])=[O:17])[CH2:10][CH2:9]1 |f:2.3|. Procedure details: The solution of 250 mg of the compound prepared in (a) in 2 ml of trifluoroacetic acid was stirred at room temperature for 3 hours. After the solvent was evaporated under reduced pressure, ether was added and deposited crystals were collected by filtration to give 168 mg of the title compound. The reactants are solution, CC1=C(C(C=O)=C(C=C1)C)O (3,6-dimethylsalicylaldehyde), C([O-])([O-])=O.[K+].[K+] (potassium carbonate), C(C)OC(CBr)OCC (bromoacetaldehyde diethyl acetal), C([O-])(O)=O.[Na+] (sodium bicarbonate). Run in CN(C=O)C (N,N-dimethyformamide), C(C)(=O)O (acetic acid), CCOCC (ether). Reaction conditions: temperature 150 celsius, time 2.5 hour. Yields the product CC1=CC=C(C2=C1C=C(O2)C=O)C (4,7-Dimethylbenzofuran-2-carbaldehyde). Reaction SMILES: [CH3:1][C:2]1[CH:9]=[CH:8][C:7]([CH3:10])=[C:4]([CH:5]=O)[C:3]=1[OH:11].C(=O)([O-])[O-].[K+].[K+].[CH2:18]([O:20]C(OCC)CBr)[CH3:19].C(=O)(O)[O-].[Na+]>CN(C)C=O.C(O)(=O)C.CCOCC>[CH3:10][C:7]1[C:4]2[CH:5]=[C:19]([CH:18]=[O:20])[O:11][C:3]=2[C:2]([CH3:1])=[CH:9][CH:8]=1 |f:1.2.3,5.6|. Reported procedure: To 200 ml of a solution of 17.4 g of 3,6-dimethylsalicylaldehyde in N,N-dimethyformamide were added 32 g of anhydrous potassium carbonate and 17.8 ml of bromoacetaldehyde diethyl acetal. The resulting mixture was stirred at 150° C. for 2.5 hours, cooled to room temperature by allowing to stand, and extracted with ethyl acetate. The organic layer was washed with brine, dried over anhydrous magnesium sulfate, and the solvent was evaporated. The resulting residue was purified by silica gel column c... Reactants: CC(=O)OC(C)(C)C, O=CC1CC2CC1C1C3C=CC(C3)C21. Product: CC(C)(C)OC(=O)CC(O)C1CC2CC1C1C3C=CC(C3)C21. Reaction SMILES: [C:1]([CH3:2])(=[O:3])[O:4][C:5]([CH3:6])([CH3:7])[CH3:8].[CH:9]12[CH:10]3[CH:11]([CH:21]=[O:22])[CH2:12][CH:13]([CH:14]1[CH:15]1[CH:16]=[CH:17][CH:18]2[CH2:19]1)[CH2:20]3>>[C:1]([CH2:2][CH:21]([CH:11]1[CH:10]2[CH:9]3[CH:14]([CH:13]([CH2:12]1)[CH2:20]2)[CH:15]1[CH:16]=[CH:17][CH:18]3[CH2:19]1)[OH:22])(=[O:3])[O:4][C:5]([CH3:6])([CH3:7])[CH3:8]. Starting materials: C(C)(=O)C1CC2=C(CN1)SC(=C2)CCBr (5-acetyl-2-(2-bromoethyl)-4,5,6,7-tetrahydrothieno[2,3-c]pyridine), C(C(=O)[O-])(=O)[O-] (oxalate), Cl.FC1=CC2=C(C(=NO2)C2CCNCC2)C=C1 (4-(6-fluoro-1,2-benzisoxazol-3-yl)piperidine hydrochloride). Product: C(C)(=O)C1CC2=C(CN1)SC(=C2)CCN2CCC(CC2)C2=NOC1=C2C=CC(=C1)F (5-acetyl-2-(2-(4-(6-fluoro-1,2-benzisoxazol-3-yl)piperidin-1-yl)ethyl)-4,5,6,7-tetrahydrothieno[ 2,3-c]pyridine). Yield: 68.9%. Reaction SMILES: [C:1]([CH:4]1[NH:9][CH2:8][C:7]2[S:10][C:11]([CH2:13][CH2:14]Br)=[CH:12][C:6]=2[CH2:5]1)(=[O:3])[CH3:2].Cl.[F:17][C:18]1[CH:32]=[CH:31][C:21]2[C:22]([CH:25]3[CH2:30][CH2:29][NH:28][CH2:27][CH2:26]3)=[N:23][O:24][C:20]=2[CH:19]=1.C([O-])(=O)C([O-])=O>>[C:1]([CH:4]1[NH:9][CH2:8][C:7]2[S:10][C:11]([CH2:13][CH2:14][N:28]3[CH2:27][CH2:26][CH:25]([C:22]4[C:21]5[CH:31]=[CH:32][C:18]([F:17])=[CH:19][C:20]=5[O:24][N:23]=4)[CH2:30][CH2:29]3)=[CH:12][C:6]=2[CH2:5]1)(=[O:3])[CH3:2] |f:1.2|. Reported procedure: The reaction and procedure were conducted in a similar manner as in Example 24 using 0.7 g of 5-acetyl-2-(2-bromoethyl)-4,5,6,7-tetrahydrothieno[2,3-c]pyridine and 0.61 g of 4-(6-fluoro-1,2-benzisoxazol-3-yl)piperidine hydrochloride to give 0.7 g of 5-acetyl-2-(2-(4-(6-fluoro-1,2-benzisoxazol-3-yl)piperidin-1-yl)ethyl)-4,5,6,7-tetrahydrothieno[ 2,3-c]pyridine as an oil, m.p. 170°-172° C. as oxalate thereof.